From a dataset of the Open Reaction Database (ORD), a public repository of structured organic reaction records. describe an organic reaction: reactants, conditions, products, and yield Reactants: c1ccc(CNC2CCC(c3ccccc3)CC2)cc1, CC(C)c1cccc(C(C)C)c1N=C=O, ClCCl, Cl, c1ccncc1. Product: CC(C)c1cccc(C(C)C)c1NC(=O)N(Cc1ccccc1)C1CCC(c2ccccc2)CC1. Reaction SMILES: [CH2:1]([c:2]1[cH:3][cH:4][cH:5][cH:6][cH:7]1)[NH:8][CH:9]1[CH2:10][CH2:11][CH:12]([c:15]2[cH:16][cH:17][cH:18][cH:19][cH:20]2)[CH2:13][CH2:14]1.[CH:27]([CH3:28])([CH3:29])[c:30]1[c:31]([N:39]=[C:40]=[O:41])[c:32]([CH:36]([CH3:37])[CH3:38])[cH:33][cH:34][cH:35]1.[Cl:43][CH2:44][Cl:45].[ClH:42].[cH:21]1[cH:22][cH:23][n:24][cH:25][cH:26]1>>[CH2:1]([c:2]1[cH:3][cH:4][cH:5][cH:6][cH:7]1)[N:8]([CH:9]1[CH2:10][CH2:11][CH:12]([c:15]2[cH:16][cH:17][cH:18][cH:19][cH:20]2)[CH2:13][CH2:14]1)[C:40]([NH:39][c:31]1[c:30]([CH:27]([CH3:28])[CH3:29])[cH:35][cH:34][cH:33][c:32]1[CH:36]([CH3:37])[CH3:38])=[O:41]. The reactants are C(C)[C@@H]1[C@@H]([C@]2(C)[C@@H](C1)[C@@H]1CCC3=CC(CC[C@@H]3[C@H]1CC2)=O)O (16β-ethyl-17β-hydroxy-4-estren-3-one), CN(C1=CC=CC=C1)C (N,N-dimethylaniline), BrCC(=O)Br (bromoacetyl bromide), C(C)(=O)OCC (ethyl acetate). The solvent is ClCCl (dichloromethane), ClCCl (dichloromethane). Product: C(C)[C@@H]1[C@@H]([C@]2(C)[C@@H](C1)[C@@H]1CCC3=CC(CC[C@@H]3[C@H]1CC2)=O)OC(CBr)=O (16β-Ethyl-17β-bromoacetoxy-4-estren-3-one). Yield: 74.6%. RXN SMILES: [CH2:1]([C@H:3]1[CH2:8][C@H:7]2[C@H:9]3[C@H:18]([CH2:19][CH2:20][C@:5]2([CH3:6])[C@H:4]1[OH:22])[C@@H:17]1[C:12](=[CH:13][C:14](=[O:21])[CH2:15][CH2:16]1)[CH2:11][CH2:10]3)[CH3:2].CN(C)C1C=CC=CC=1.[Br:32][CH2:33][C:34](Br)=[O:35].C(OCC)(=O)C>ClCCl>[CH2:1]([C@H:3]1[CH2:8][C@H:7]2[C@H:9]3[C@H:18]([CH2:19][CH2:20][C@:5]2([CH3:6])[C@H:4]1[O:22][C:34](=[O:35])[CH2:33][Br:32])[C@@H:17]1[C:12](=[CH:13][C:14](=[O:21])[CH2:15][CH2:16]1)[CH2:11][CH2:10]3)[CH3:2]. Procedure: In 40 ml of dichloromethane are dissolved 4.5 g of 16β-ethyl-17β-hydroxy-4-estren-3-one and 1.8 g of N,N-dimethylaniline and, with ice-cooling and stirring, a solution of 3.5 g of bromoacetyl bromide in 5 ml of dichloromethane is added dropwise to the above solution. The mixture is stirred with ice-cooling for 30 minutes and at room temperature (15°-25° C.) for 5 hours, and 200 ml of ethyl acetate is added. The mixture is washed with 10% cold sulfuric acid (three times), water and saturated aque... Reactants: C(#N)CCCCCCCC(=O)O (8-cyanooctanoic acid), S(O)(O)(=O)=O (sulfuric acid), O (water). The product is C(CCCCCCCC(=O)O)(=O)O (azelaic acid). RXN SMILES: [C:1]([CH2:3][CH2:4][CH2:5][CH2:6][CH2:7][CH2:8][CH2:9][C:10]([OH:12])=[O:11])#N.S(=O)(=O)(O)[OH:14].[OH2:18]>>[C:10]([OH:12])(=[O:11])[CH2:9][CH2:8][CH2:7][CH2:6][CH2:5][CH2:4][CH2:3][C:1]([OH:14])=[O:18]. Reported procedure: 84.5 g of 8-cyanooctanoic acid are heated to 130° C. for 10 hours in the presence of 250 ml of concentrated sulfuric acid. After cooling, the reaction mixture is diluted with water and ice and the solid crystalline precipitate is filtered. After drying, one obtains 90 g of azelaic acid with a m.p. of 107° C. Reactants: CC(=O)Nc1ccc(Nc2c(NCc3ccccc3)cc(C(=O)O)cc2S(N)(=O)=O)cc1, [Na+], [OH-]. Yields the product Nc1ccc(Nc2c(NCc3ccccc3)cc(C(=O)O)cc2S(N)(=O)=O)cc1. Reaction SMILES: [C:1](=[O:2])([CH3:3])[NH:4][c:5]1[cH:6][cH:7][c:8]([NH:11][c:12]2[c:13]([NH:25][CH2:26][c:27]3[cH:28][cH:29][cH:30][cH:31][cH:32]3)[cH:14][c:15]([C:16](=[O:17])[OH:18])[cH:19][c:20]2[S:21]([NH2:22])(=[O:23])=[O:24])[cH:9][cH:10]1.[Na+:34].[OH-:33]>>[NH2:4][c:5]1[cH:6][cH:7][c:8]([NH:11][c:12]2[c:13]([NH:25][CH2:26][c:27]3[cH:28][cH:29][cH:30][cH:31][cH:32]3)[cH:14][c:15]([C:16](=[O:17])[OH:18])[cH:19][c:20]2[S:21]([NH2:22])(=[O:23])=[O:24])[cH:9][cH:10]1. Reactants: Br.ClC1=CC=C(C=C1)C[C@H]1C[C@H](NC1)C(=O)O (cis-4-[(4-Chlorophenyl)methyl]-L-proline, hydrobromide), ClC1=CC=C(C=C1)CC1C[C@H](N(C1)C(C(CC(=O)OC)C)=O)C(=O)O (4-[(4-Chlorophenyl)methyl]-1-(3-methoxycarbonyl-2-methylpropanoyl)-L-proline). Product: C1(=CC=CC=C1)CC1C[C@H](NC1)C(=O)O (4-(phenylmethyl)-L-proline). Reaction SMILES: Br.Cl[C:3]1[CH:8]=[CH:7][C:6]([CH2:9][C@@H:10]2[CH2:14][NH:13][C@H:12]([C:15]([OH:17])=[O:16])[CH2:11]2)=[CH:5][CH:4]=1.ClC1C=CC(CC2CN(C(=O)C(C)CC(OC)=O)[C@H](C(O)=O)C2)=CC=1>>[C:6]1([CH2:9][CH:10]2[CH2:14][NH:13][C@H:12]([C:15]([OH:17])=[O:16])[CH2:11]2)[CH:5]=[CH:4][CH:3]=[CH:8][CH:7]=1 |f:0.1|. Reported procedure: Treatment of this material according to the procedures of Example 21 (c) and (d) yields the corresponding 4-(phenylmethyl)-L-proline product. Starting materials: CCOC(=O)c1sc2nc(-c3ccc(F)cc3)cn2c1C, CCO, [Li+], [OH-], O. Yields the product Cc1c(C(=O)O)sc2nc(-c3ccc(F)cc3)cn12. Reaction SMILES: [CH2:3]([CH3:4])[O:5][C:6](=[O:7])[c:8]1[c:9]([CH3:23])[n:10]2[c:11]([s:12]1)[n:13][c:14](-[c:16]1[cH:17][cH:18][c:19]([F:22])[cH:20][cH:21]1)[cH:15]2.[CH3:24][CH2:25][OH:26].[Li+:1].[OH-:2].[OH2:27]>>[O:5]=[C:6]([OH:7])[c:8]1[c:9]([CH3:23])[n:10]2[c:11]([s:12]1)[n:13][c:14](-[c:16]1[cH:17][cH:18][c:19]([F:22])[cH:20][cH:21]1)[cH:15]2.